From a dataset of the Open Reaction Database (ORD), a public repository of structured organic reaction records. describe an organic reaction: reactants, conditions, products, and yield Reactants: CC1CCC2(OC1)OC1C=C3C4CCC5CC(=O)C(Br)CC5(C)C4CC(=O)C3(C)C1C2C, CN(C)C=O, [I-], [N-]=[N+]=[N-], [Na+], [Na+], O. Yields the product CC1CCC2(OC1)OC1C=C3C4CCC5CC(=O)C(=N)CC5(C)C4CC(=O)C3(C)C1C2C. As a reaction SMILES: [Br:1][CH:2]1[C:3](=[O:32])[CH2:4][CH:5]2[CH2:6][CH2:7][CH:8]3[C:9]4=[CH:10][CH:11]5[CH:12]([CH:13]([CH3:14])[C:15]6([O:16]5)[CH2:17][CH2:18][CH:19]([CH3:20])[CH2:21][O:22]6)[C:23]4([CH3:31])[C:24](=[O:30])[CH2:25][CH:26]3[C:27]2([CH3:29])[CH2:28]1.[CH3:40][N:41]([CH3:42])[CH:43]=[O:44].[I-:38].[N-:34]=[N+:35]=[N-:36].[Na+:33].[Na+:37].[OH2:39]>>[C:2]1(=[NH:34])[C:3](=[O:32])[CH2:4][CH:5]2[CH2:6][CH2:7][CH:8]3[C:9]4=[CH:10][CH:11]5[CH:12]([CH:13]([CH3:14])[C:15]6([O:16]5)[CH2:17][CH2:18][CH:19]([CH3:20])[CH2:21][O:22]6)[C:23]4([CH3:31])[C:24](=[O:30])[CH2:25][CH:26]3[C:27]2([CH3:29])[CH2:28]1. Reactants: para-toluenesulphoic acid, C12N(CCC2CN(C1)C(=O)OC(C)(C)C)C(=O)OCC (2-ethyl 7-tert.-butyl 2,7-diazabicyclo[3.3.0]octane-2,7-dicarboxylate), [OH-].[Na+] (sodium hydroxide). Run in C(Cl)(Cl)Cl (chloroform). Yields the product C12N(CCC2CNC1)C(=O)OCC (Ethyl 2,7-diazabicyclo[3.3.0]octane-2-carboxylate). As a reaction SMILES: [CH:1]12[CH2:8][N:7](C(OC(C)(C)C)=O)[CH2:6][CH:5]1[CH2:4][CH2:3][N:2]2[C:16]([O:18][CH2:19][CH3:20])=[O:17].[OH-].[Na+]>C(Cl)(Cl)Cl>[CH:1]12[CH2:8][NH:7][CH2:6][CH:5]1[CH2:4][CH2:3][N:2]2[C:16]([O:18][CH2:19][CH3:20])=[O:17] |f:1.2|. Procedure details: 15.2 g (53.3 mol) of 2-ethyl 7-tert.-butyl 2,7-diazabicyclo[3.3.0]octane-2,7-dicarboxylate in 100 ml of chloroform are heated under reflux for five hours with 10.5 g (55.3 mol) of para-toluenesulphoic acid. The mixture is washeds with 50 ml of 10% strength sodium hydroxide solution, the organic phase is dried over potassium carbonate and concentrated, and the residue is distilled. The reactants are C, CC(C)CCC(O)C(CC1CCCCC1)N(Cc1ccccc1)Cc1ccccc1, CO, O=C[O-], [NH4+], [Pd]. Product: CC(C)CCC(O)C(N)CC1CCCCC1. RXN SMILES: [C:37].[CH2:1]([N:8]([CH2:2][c:3]1[cH:4][cH:5][cH:6][cH:7][cH:9]1)[CH:16]([CH2:17][CH:18]1[CH2:19][CH2:20][CH2:21][CH2:22][CH2:23]1)[CH:24]([CH2:25][CH2:26][CH:27]([CH3:28])[CH3:29])[OH:30])[c:10]1[cH:11][cH:12][cH:13][cH:14][cH:15]1.[CH3:35][OH:36].[CH:31]([O-:32])=[O:33].[NH4+:34].[Pd:38]>>[NH2:8][CH:16]([CH2:17][CH:18]1[CH2:19][CH2:20][CH2:21][CH2:22][CH2:23]1)[CH:24]([CH2:25][CH2:26][CH:27]([CH3:28])[CH3:29])[OH:30]. The reactants are Cl, NO, O, c1ccncc1, COC(=O)C1CN(CCSc2cccs2)CCC1CCC(=O)c1ccnc2ccc(OC)cc12. Yields the product COC(=O)C1CN(CCSc2cccs2)CCC1CCC(=NO)c1ccnc2ccc(OC)cc12. RXN SMILES: [ClH:1].[NH2:2][OH:3].[OH2:44].[cH:38]1[cH:39][cH:40][n:41][cH:42][cH:43]1.[s:4]1[c:5]([S:9][CH2:10][CH2:11][N:12]2[CH2:13][CH:14]([C:34](=[O:35])[O:36][CH3:37])[CH:15]([CH2:18][CH2:19][C:20]([c:21]3[cH:22][cH:23][n:24][c:25]4[cH:26][cH:27][c:28]([O:31][CH3:32])[cH:29][c:30]34)=[O:33])[CH2:16][CH2:17]2)[cH:6][cH:7][cH:8]1>>[N:2]([OH:3])=[C:20]([CH2:19][CH2:18][CH:15]1[CH:14]([C:34](=[O:35])[O:36][CH3:37])[CH2:13][N:12]([CH2:11][CH2:10][S:9][c:5]2[s:4][cH:8][cH:7][cH:6]2)[CH2:17][CH2:16]1)[c:21]1[cH:22][cH:23][n:24][c:25]2[cH:26][cH:27][c:28]([O:31][CH3:32])[cH:29][c:30]12. Starting materials: S1C(=CC=C1)C1=C2C=C(C(NC2=CC=N1)=O)C#N (1,2-dihydro-5-(2-thienyl)-2-oxo-1,6-naphthyridine-3-carbonitrile), C(C)O (ethanol), [OH-].[Na+] (NaOH), C(C)(=O)O (acetic acid). Yields the product S1C(=CC=C1)C1=C2C=C(C(NC2=CC=N1)=O)C(=O)O (1,2-dihydro-5-(2-thienyl)-2-oxo-1,6-naphthyridine-3-carboxylic acid). Reaction SMILES: [S:1]1[CH:5]=[CH:4][CH:3]=[C:2]1[C:6]1[N:15]=[CH:14][CH:13]=[C:12]2[C:7]=1[CH:8]=C(C#N)[C:10](=[O:16])[NH:11]2.C(O)C.[OH-].[Na+].[C:24]([OH:27])(=[O:26])[CH3:25]>>[S:1]1[CH:5]=[CH:4][CH:3]=[C:2]1[C:6]1[N:15]=[CH:14][CH:13]=[C:12]2[C:7]=1[CH:8]=[C:25]([C:24]([OH:27])=[O:26])[C:10](=[O:16])[NH:11]2 |f:2.3|. Procedure: A mixture of 1,2-dihydro-5-(2-thienyl)-2-oxo-1,6-naphthyridine-3-carbonitrile (10.0 g), ethanol (300 ml) and 10N NaOH (300 ml) was refluxed overnight. After cooling, the reaction mixture was neutralized with acetic acid, and the precipitated crystals were separated by filtration, washed with water, isopropanol and diisopropyl ether in this order and then dried to give the title compound (Compound No. 44)(10.5 g) as pale yellow crystals. M.p. 278° C.